This data is from the Open Reaction Database (ORD), a public repository of structured organic reaction records. The task is: describe an organic reaction: reactants, conditions, products, and yield Starting materials: concentrated hydrlochloric acid, C(C)OP(OCC)Cl (Diethylchlorophosphite), O (water), C(CC1=CC=CC=C1)[Mg]Cl (Phenethylmagnesium chloride). Solvent: C(C)OCC (diethyl ether). Conditions: temperature 5 celsius, time 8 hour. The product is C(CC1=CC=CC=C1)P(O)=O (phenethylphosphinic acid). Yield: 57.6%. As a reaction SMILES: C([O:3][P:4](Cl)[O:5]CC)C.[CH2:9]([Mg]Cl)[CH2:10][C:11]1[CH:16]=[CH:15][CH:14]=[CH:13][CH:12]=1.O>C(OCC)C>[CH2:9]([PH:4](=[O:3])[OH:5])[CH2:10][C:11]1[CH:16]=[CH:15][CH:14]=[CH:13][CH:12]=1. Procedure details: Diethylchlorophosphite (15.6 g,0.1 mol) in 100 mL of dry diethyl ether was cooled to 5° C. under an atmosphere of nitrogen. Phenethylmagnesium chloride (100 mL, 0.1 mol, 1.0 M in THF) was added dropwise over 2 hours while maintaining a temperature between 0-10° C. A thick white slurry formed and stirred at room temperature overnight. The mixture was filtered under a nitrogen atmosphere and the filtrate evaporated under reduced pressure to give a clear and colorless liquid. The liquid was stirred... The reactants are NCCO, CN(C)C=O, CSC(=NC#N)NCc1ccc(-c2csc(N=C(N)N)n2)o1. Yields the product N#CN=C(NCCO)NCc1ccc(-c2csc(N=C(N)N)n2)o1. Reaction SMILES: [CH2:23]([OH:24])[CH2:25][NH2:26].[CH3:27][N:28]([CH3:29])[CH:30]=[O:31].[NH2:1][C:2]([NH2:3])=[N:4][c:5]1[s:6][cH:7][c:8](-[c:10]2[o:11][c:12]([CH2:15][NH:16][C:17]([S:18][CH3:19])=[N:20][C:21]#[N:22])[cH:13][cH:14]2)[n:9]1>>[NH2:1][C:2]([NH2:3])=[N:4][c:5]1[s:6][cH:7][c:8](-[c:10]2[o:11][c:12]([CH2:15][NH:16][C:17](=[N:20][C:21]#[N:22])[NH:26][CH2:25][CH2:23][OH:24])[cH:13][cH:14]2)[n:9]1. Run in C(C)(=O)OC(C)=O (acetic anhydride). Reactants: O=C1CC2C(N1)C(CC2)CC(=O)O (octahydro-2-oxocyclopenta[b]pyrrole-6-acetic acid). The product is O=C1CC2C(N1)C(CC2)CC(=O)O (octahydro-2-oxocyclopenta[b]pyrrole-6-acetic acid), C1C(N2C(CC3C2C1CC3)=O)=O (hexahydro-2H-cyclopenta[gh]pyrrolizine-2,4(1H)-dione). Procedure: A solution of 1.7 g (0.0092 mol) of octahydro-2-oxocyclopenta[b]pyrrole-6-acetic acid (3aα, 6β, 6aα)] ("cis") and the corresponding "trans" isomer [octahydro-2-oxocyclopenta[b]pyrrole-6-acetic acid (3aα, 6α, 6aα) is prepared in 5.0 g of acetic anhydride. The mixture is stirred and refluxed ten minutes. The acetic acid and unreacted acetic anhydride is removed at reduced pressure and the residue is treated with anhydrous diethyl ether. The residue crystallizes. The desired hexahydro-2H-cyclopenta... RXN SMILES: [O:1]=[C:2]1[NH:6][CH:5]2[CH:7]([CH2:10][C:11]([OH:13])=[O:12])[CH2:8][CH2:9][CH:4]2[CH2:3]1>C(OC(=O)C)(=O)C>[O:1]=[C:2]1[NH:6][CH:5]2[CH:7]([CH2:10][C:11]([OH:13])=[O:12])[CH2:8][CH2:9][CH:4]2[CH2:3]1.[CH2:3]1[CH:4]2[CH2:9][CH2:8][CH:7]3[CH:5]2[N:6]([C:11](=[O:13])[CH2:10]3)[C:2]1=[O:1]. Reactants: CC1=NNC(=C1C1=CC=C(C=C1)OC)N (3-Methyl-4-(4-methoxyphenyl)-1H-pyrazol-5-amine), C1(=CC=CC=C1)C(CC(=O)OCC)=O (ethyl 3-phenyl-3-oxopropanoate). Run in N1=CC=CC=C1 (pyridine). Product: COC1=CC=C(C=C1)C=1C(=NN2C1NC(C=C2C2=CC=CC=C2)=O)C (3-(4-methoxyphenyl)-7-phenyl-2-methylpyrazolo[1,5-a]pyrimidin-5(4H)-one). The yield is 82.8%. Reaction SMILES: [CH3:1][C:2]1[C:6]([C:7]2[CH:12]=[CH:11][C:10]([O:13][CH3:14])=[CH:9][CH:8]=2)=[C:5]([NH2:15])[NH:4][N:3]=1.[C:16]1([C:22](=O)[CH2:23][C:24](OCC)=[O:25])[CH:21]=[CH:20][CH:19]=[CH:18][CH:17]=1>N1C=CC=CC=1>[CH3:14][O:13][C:10]1[CH:9]=[CH:8][C:7]([C:6]2[C:2]([CH3:1])=[N:3][N:4]3[C:22]([C:16]4[CH:21]=[CH:20][CH:19]=[CH:18][CH:17]=4)=[CH:23][C:24](=[O:25])[NH:15][C:5]=23)=[CH:12][CH:11]=1. Reported procedure: 3-Methyl-4-(4-methoxyphenyl)-1H-pyrazol-5-amine (200 mg) and ethyl 3-phenyl-3-oxopropanoate (227 mg) are stirred overnight in a pyridine (10 mL) solvent at 95° C. After cooling to room temperature, the reaction solvent is removed by distillation under reduced pressure. The remainder is extracted with ethyl acetate and water. The extracted organic layer is washed with brine and dehydrated with anhydrous MgSO4. The dehydrated organic layer is distilled under reduced pressure and 270 mg of the targ... Starting materials: [Si](C)(C)(C(C)(C)C)OCC(C)(C)NC(=O)C1=CNC2=NC=C(N=C21)C2=NNC1=CC(=CC=C21)C (N-(1-(tert-Butyldimethylsilyloxy)-2-methylpropan-2-yl)-2-(6-methyl-1H-indazol-3-yl)-5H-pyrrolo[2,3-b]pyrazine-7-carboxamide), Cl (HCl). Solvent: O1CCOCC1 (dioxane). Conditions: time 2 hour. The product is OCC(C)(C)NC(=O)C1=CNC2=NC=C(N=C21)C2=NNC1=CC(=CC=C21)C (N-(1-hydroxy-2-methylpropan-2-yl)-2-(6-methyl-1H-indazol-3-yl)-5H-pyrrolo[2,3-b]pyrazine-7-carboxamide). The yield is 25.7%. Reaction SMILES: [Si]([O:8][CH2:9][C:10]([NH:13][C:14]([C:16]1[C:24]2[C:19](=[N:20][CH:21]=[C:22]([C:25]3[C:33]4[C:28](=[CH:29][C:30]([CH3:34])=[CH:31][CH:32]=4)[NH:27][N:26]=3)[N:23]=2)[NH:18][CH:17]=1)=[O:15])([CH3:12])[CH3:11])(C(C)(C)C)(C)C.Cl>O1CCOCC1>[OH:8][CH2:9][C:10]([NH:13][C:14]([C:16]1[C:24]2[C:19](=[N:20][CH:21]=[C:22]([C:25]3[C:33]4[C:28](=[CH:29][C:30]([CH3:34])=[CH:31][CH:32]=4)[NH:27][N:26]=3)[N:23]=2)[NH:18][CH:17]=1)=[O:15])([CH3:11])[CH3:12]. Procedure details: N-(1-(tert-Butyldimethylsilyloxy)-2-methylpropan-2-yl)-2-(6-methyl-1H-indazol-3-yl)-5H-pyrrolo[2,3-b]pyrazine-7-carboxamide (75 mg, 0.16 mmol) was added to a saturated solution of HCl (g) in dioxane (15 mL) at room temperature and stirred for 2 hours. The reaction mixture was filtered, the filter cake washed with 2 mL of methanol, then dried at 40° C. under reduced pressure to give N-(1-hydroxy-2-methylpropan-2-yl)-2-(6-methyl-1H-indazol-3-yl)-5H-pyrrolo[2,3-b]pyrazine-7-carboxamide (15 mg, 26.4... Reactants: C1COCCO1, CN(C)c1ccc(C=O)cc1, CC1(C)N=C1c1cccc(Cl)c1. Yields the product CN(C)c1ccc(C2OC(C)(C)N=C2c2cccc(Cl)c2)cc1. RXN SMILES: [CH2:24]1[O:25][CH2:26][CH2:27][O:28][CH2:29]1.[CH3:13][N:14]([c:15]1[cH:16][cH:17][c:18]([CH:19]=[O:20])[cH:21][cH:22]1)[CH3:23].[Cl:1][c:2]1[cH:3][c:4]([C:8]2=[N:10][C:9]2([CH3:11])[CH3:12])[cH:5][cH:6][cH:7]1>>[Cl:1][c:2]1[cH:3][c:4]([C:8]2=[N:10][C:9]([CH3:11])([CH3:12])[O:20][CH:19]2[c:18]2[cH:17][cH:16][c:15]([N:14]([CH3:13])[CH3:23])[cH:22][cH:21]2)[cH:5][cH:6][cH:7]1.